This data is from the Open Reaction Database (ORD), a public repository of structured organic reaction records. The task is: describe an organic reaction: reactants, conditions, products, and yield Reactants: ClC1=C(C(=CC=C1)[N+](=O)[O-])I (1-chloro-2-iodo-3-nitrobenzene), stannous chloride dihydrate. Run in C(C)O (ethanol). Run at temperature 70 celsius, time 30 minute. The product is ClC=1C(=C(N)C=CC1)I (3-chloro-2-iodoaniline). Reaction SMILES: [Cl:1][C:2]1[CH:7]=[CH:6][CH:5]=[C:4]([N+:8]([O-])=O)[C:3]=1[I:11]>C(O)C>[Cl:1][C:2]1[C:3]([I:11])=[C:4]([CH:5]=[CH:6][CH:7]=1)[NH2:8]. Reported procedure: To a stirred solution of 1-chloro-2-iodo-3-nitrobenzene (143-2; 1.4 g, 0.00490 mol) in ethanol (20 mL) was added stannous chloride dihydrate (5.5 g, 0.0245 mol) portion wise at 0° C. Reaction mixture was allowed to stir at 70° C. for 30 min. The reaction mixture was concentrated and diluted with ice cold water (150 mL) and PH was made slightly basic by addition of saturated aqueous sodium carbonate solution before being extracted with ethyl acetate (4×100 mL). The combined organic layer was wash...